This data is from the Open Reaction Database (ORD), a public repository of structured organic reaction records. The task is: describe an organic reaction: reactants, conditions, products, and yield Starting materials: CN(C1=NC=C(C(=N1)O)C(=O)OCC)C (2-dimethylamino-4-hydroxy-5-carboethoxy-pyrimidine), P(=O)(Cl)(Cl)Cl (phosphorous oxychloride). Yields the product CN(C1=NC=C(C(=N1)Cl)C(=O)OCC)C (2-Dimethylamino-4-chloro-5-carboethoxypyrimidine). Reaction SMILES: [CH3:1][N:2]([CH3:15])[C:3]1[N:8]=[C:7](O)[C:6]([C:10]([O:12][CH2:13][CH3:14])=[O:11])=[CH:5][N:4]=1.P(Cl)(Cl)([Cl:18])=O>>[CH3:1][N:2]([CH3:15])[C:3]1[N:8]=[C:7]([Cl:18])[C:6]([C:10]([O:12][CH2:13][CH3:14])=[O:11])=[CH:5][N:4]=1. Procedure: A suspension of 16 g of 2-dimethylamino-4-hydroxy-5-carboethoxy-pyrimidine in 100 ml of phosphorous oxychloride is heated to the boil for half an hour whilst stirring and is then filtered hot, and the filtrate is evaporated under reduced pressure. 200 g of ice are added to the oily residue. 200 ml of methylene chloride are added and 30% strength sodium hydroxide solution is then added, whilst cooling with ice, until the pH reaches 8. Inorganic salts which have precipitated are then filtered off ... Starting materials: Ar—H, C1(=CC=CC=C1)C(C)NC(=O)CC1CCN(CC1)CC1=CC=C(C=C1)F (4-[(1 -phenylethyl)aminocarbonyl]methyl-1-[(4-fluorophenyl)methyl]piperidine), B.C1CCOC1 (BH3/THF), oxalate salt, Ar—H. The product is C1(=CC=CC=C1)C(C)NCCC1CCN(CC1)CC1=CC=C(C=C1)F (4-[2-[(1-(phenyl)ethyl)amino]ethyl]-1-[(4-fluorophenyl)methyl]piperidine). The yield is 95.0%. As a reaction SMILES: [C:1]1([CH:7]([NH:9][C:10]([CH2:12][CH:13]2[CH2:18][CH2:17][N:16]([CH2:19][C:20]3[CH:25]=[CH:24][C:23]([F:26])=[CH:22][CH:21]=3)[CH2:15][CH2:14]2)=O)[CH3:8])[CH:6]=[CH:5][CH:4]=[CH:3][CH:2]=1.B.C1COCC1>>[C:1]1([CH:7]([NH:9][CH2:10][CH2:12][CH:13]2[CH2:18][CH2:17][N:16]([CH2:19][C:20]3[CH:25]=[CH:24][C:23]([F:26])=[CH:22][CH:21]=3)[CH2:15][CH2:14]2)[CH3:8])[CH:2]=[CH:3][CH:4]=[CH:5][CH:6]=1 |f:1.2|. Reported procedure: Compound 4-[(1 -phenylethyl)aminocarbonyl]methyl-1-[(4-fluorophenyl)methyl]piperidine (0.33 g, 0.93 mmol) was reacted with 1M BH3/THF (5.0 ml) to produce a viscous oil, 0.23 g (95% yield)(procedure E). 1H NMR (CD3Cl) δ 7.34-=7.21 (5H, m, Ar—H), 7.01-6.95 (2H, t, J=8.4 Hz, Ar—H), 4.09-4.07 (1H, d, J=6.0 Hz, NH), 3.77-3.71 (1H, q, J=6.3 Hz, PhCHMe), 3.42 (2H, s, p-FPhCH2), 2.82-2.78 (2H, d, J=10.8 Hz; N(CH)2), 2.55-2.37 (2H, m, NCH2), 1.91-1.83 (2H, t, J=11.4 Hz, N(CH)2), 1.59-1.53 (4H, m), 1.44-1...